From a dataset of the Open Reaction Database (ORD), a public repository of structured organic reaction records. describe an organic reaction: reactants, conditions, products, and yield Reactants: CC#N, ClCCN1CCCCC1, [Na+], [OH-], O=C(Nc1ccccc1O)c1cccc2[nH]ccc12, c1ccccc1. The product is O=C(Nc1ccccc1OCCN1CCCCC1)c1cccc2[nH]ccc12. As a reaction SMILES: [CH3:37][C:38]#[N:39].[N:22]1([CH2:28][CH2:29][Cl:30])[CH2:23][CH2:24][CH2:25][CH2:26][CH2:27]1.[Na+:21].[OH-:20].[OH:1][c:2]1[c:3]([NH:8][C:9](=[O:10])[c:11]2[c:12]3[cH:13][cH:14][nH:15][c:16]3[cH:17][cH:18][cH:19]2)[cH:4][cH:5][cH:6][cH:7]1.[cH:31]1[cH:32][cH:33][cH:34][cH:35][cH:36]1>>[O:1]([c:2]1[c:3]([NH:8][C:9](=[O:10])[c:11]2[c:12]3[cH:13][cH:14][nH:15][c:16]3[cH:17][cH:18][cH:19]2)[cH:4][cH:5][cH:6][cH:7]1)[CH2:29][CH2:28][N:22]1[CH2:23][CH2:24][CH2:25][CH2:26][CH2:27]1. Starting materials: O=P(Cl)(Cl)Cl (POCl3), C1(CC1)N1C=CC2=C(C=C(C=C12)C(=O)OCC)OC (ethyl 1-cyclopropyl-4-methoxy-1H-indole-6-carboxylate), CN(C)C=O (DMF). The solvent is CCOC(=O)C (EtOAc), [OH-].[Na+] (NaOH). Conditions: temperature 0 celsius, time 2 hour. Yields the product C1(CC1)N1C=C(C2=C(C=C(C=C12)C(=O)OCC)OC)C=O (ethyl 1-cyclopropyl-3-formyl-4-methoxy-1H-indole-6-carboxylate). Reaction SMILES: O=P(Cl)(Cl)Cl.[CH:6]1([N:9]2[C:17]3[C:12](=[C:13]([O:23][CH3:24])[CH:14]=[C:15]([C:18]([O:20][CH2:21][CH3:22])=[O:19])[CH:16]=3)[CH:11]=[CH:10]2)[CH2:8][CH2:7]1.CN([CH:28]=[O:29])C>CCOC(C)=O.[OH-].[Na+]>[CH:6]1([N:9]2[C:17]3[C:12](=[C:13]([O:23][CH3:24])[CH:14]=[C:15]([C:18]([O:20][CH2:21][CH3:22])=[O:19])[CH:16]=3)[C:11]([CH:28]=[O:29])=[CH:10]2)[CH2:7][CH2:8]1 |f:4.5|. Procedure details: 1.28 ml of POCl3 was added dropwise to a solution of 3.24 g of ethyl 1-cyclopropyl-4-methoxy-1H-indole-6-carboxylate in 30 ml of DMF and the mixture was stirred at 0° C. for 2 hrs. The mixture was diluted with EtOAc and 25 ml of 1N NaOH was added. Then the mixture was made basic using saturated NaHCO3aq. The mixture was extracted with EtOAc and the extract was washed with water and saturated brine, dried over Na2SO4, then concentrated. The residue was purified on SiO2 column chromatography (EtOA...